Dataset: the Open Reaction Database (ORD), a public repository of structured organic reaction records. Task: describe an organic reaction: reactants, conditions, products, and yield The reactants are CC(C)(C)OC(=O)Nc1ccccc1NC(=O)c1ccc(C2CCCNC2)cc1, C1COCCO1, Cl. Yields the product Nc1ccccc1NC(=O)c1ccc(C2CCCNC2)cc1. As a reaction SMILES: [C:1]([O:2][C:3](=[O:4])[NH:8][c:9]1[c:10]([NH:15][C:16]([c:17]2[cH:18][cH:19][c:20]([CH:23]3[CH2:24][NH:25][CH2:26][CH2:27][CH2:28]3)[cH:21][cH:22]2)=[O:29])[cH:11][cH:12][cH:13][cH:14]1)([CH3:5])([CH3:6])[CH3:7].[CH2:31]1[O:32][CH2:33][CH2:34][O:35][CH2:36]1.[ClH:30]>>[NH2:8][c:9]1[c:10]([NH:15][C:16]([c:17]2[cH:18][cH:19][c:20]([CH:23]3[CH2:24][NH:25][CH2:26][CH2:27][CH2:28]3)[cH:21][cH:22]2)=[O:29])[cH:11][cH:12][cH:13][cH:14]1. The reactants are ClC1=C(C=CC=C1)C1(CCC1)C1N(CCC2=CC(=C(C=C12)O)F)C (1-[1-(2-Chlorophenyl)cyclobutyl]-6-fluoro-7-hydroxy-2methyl-1,2,3,4-tetrahydroisoquinoline), Br (hydrobromic acid). Reported procedure: 1-[1-(2-Chlorophenyl)cyclobutyl]-6-fluoro-7-hydroxy-2methyl-1,2,3,4-tetrahydroisoquinoline (8.0 g liberated from the salt prepared as described in Example 24) was resolved by chiral preparative high performance liquid chromatography on a Chiralcel OD column eluted with an 80:20 mixture of hexane and ethanol. The residue formed by the removal of the solvent from fraction 1 was dissolved in propan-2-ol and treated with 48% aqueous hydrobromic acid to yield (+)-1-[1-(2-chlorophenyl)cyclobutyl]-6-fl... Run in CC(C)O (propan-2-ol). Product: Br.ClC1=C(C=CC=C1)C1(CCC1)C1N(CCC2=CC(=C(C=C12)O)F)C ((+)-1-[1-(2-chlorophenyl)cyclobutyl]-6-fluoro-7-hydroxy-2-methyl-1,2,3,4 -tetrahydroisoquinoline hydrobromide). RXN SMILES: [Cl:1][C:2]1[CH:7]=[CH:6][CH:5]=[CH:4][C:3]=1[C:8]1([CH:12]2[C:21]3[C:16](=[CH:17][C:18]([F:23])=[C:19]([OH:22])[CH:20]=3)[CH2:15][CH2:14][N:13]2[CH3:24])[CH2:11][CH2:10][CH2:9]1.[BrH:25]>CC(O)C>[BrH:25].[Cl:1][C:2]1[CH:7]=[CH:6][CH:5]=[CH:4][C:3]=1[C:8]1([CH:12]2[C:21]3[C:16](=[CH:17][C:18]([F:23])=[C:19]([OH:22])[CH:20]=3)[CH2:15][CH2:14][N:13]2[CH3:24])[CH2:11][CH2:10][CH2:9]1 |f:3.4|. The reactants are ClC1=NC=CC(=C1C(C1=C(C(=C(C=C1)S(=O)(=O)C)OCC)C)=O)Cl (2,4-dichloro-3-(3-ethoxy-2-methyl-4-methylsulfonylbenzoyl)pyridine), C(C1=CC=CC=C1)OCC1=CC=CC=C1 (benzyl oxide), [H-].[Na+] (sodium hydride), C(C1=CC=CC=C1)O (benzyl alcohol). Solvent: C1CCOC1 (THF), C1CCOC1 (THF). Yields the product C(C1=CC=CC=C1)OC1=NC=CC(=C1C(C1=C(C(=C(C=C1)S(=O)(=O)C)OCC)C)=O)OCC1=CC=CC=C1 (2,4-dibenzyloxy-3-(3-ethoxy-2-methyl-4-methylsulfonylbenzoyl)pyridine). RXN SMILES: Cl[C:2]1[C:7]([C:8](=[O:23])[C:9]2[CH:14]=[CH:13][C:12]([S:15]([CH3:18])(=[O:17])=[O:16])=[C:11]([O:19][CH2:20][CH3:21])[C:10]=2[CH3:22])=[C:6](Cl)[CH:5]=[CH:4][N:3]=1.C([O:32][CH2:33][C:34]1[CH:39]=[CH:38][CH:37]=[CH:36][CH:35]=1)C1C=CC=CC=1.[CH2:40]([OH:47])[C:41]1[CH:46]=[CH:45][CH:44]=[CH:43][CH:42]=1.[H-].[Na+]>C1COCC1>[CH2:40]([O:47][C:2]1[C:7]([C:8](=[O:23])[C:9]2[CH:14]=[CH:13][C:12]([S:15]([CH3:18])(=[O:17])=[O:16])=[C:11]([O:19][CH2:20][CH3:21])[C:10]=2[CH3:22])=[C:6]([O:32][CH2:33][C:34]2[CH:35]=[CH:36][CH:37]=[CH:38][CH:39]=2)[CH:5]=[CH:4][N:3]=1)[C:41]1[CH:46]=[CH:45][CH:44]=[CH:43][CH:42]=1 |f:3.4|. Procedure: To a solution of the product of step (b) (0.49 g, 1.26 mmol) in 5 ml THF at -20° C. under nitrogen was added a slurry of benzyl oxide (73.78 mmol) generated from benzyl alcohol and oil free sodium hydride in 2 ml THF. The reaction mixture was allowed to warm to room temperature and stirred for several hours, then partitioned between ether and water. The organic layers were dried and evaporated to yield 0.5 g of a crude product. This was purified via chromatography on silica gel using 25% ethyl a... Starting materials: C1(CC1)S(=O)(=O)N1C(N[C@@H](C1)C(=O)N1CCN(CC1)C1=C(C=CC(=C1)C)C)=O ((S)-1-cyclopropanesulfonyl-4-[4-(2,5-dimethyl-phenyl)-piperazine-1-carbonyl]-imidazolidin-2-one), C(C1=CC=CC=C1)Br (benzyl bromide). Yields the product C(C1=CC=CC=C1)N1C(N(C[C@H]1C(=O)N1CCN(CC1)C1=C(C=CC(=C1)C)C)S(=O)(=O)C1CC1)=O ((S)-3-Benzyl-1-cyclopropanesulfonyl-4-[4-(2,5-dimethyl-phenyl)-piperazine-1-carbonyl]-imidazolidin-2-one). As a reaction SMILES: [CH:1]1([S:4]([N:7]2[CH2:11][C@@H:10]([C:12]([N:14]3[CH2:19][CH2:18][N:17]([C:20]4[CH:25]=[C:24]([CH3:26])[CH:23]=[CH:22][C:21]=4[CH3:27])[CH2:16][CH2:15]3)=[O:13])[NH:9][C:8]2=[O:28])(=[O:6])=[O:5])[CH2:3][CH2:2]1.[CH2:29](Br)[C:30]1[CH:35]=[CH:34][CH:33]=[CH:32][CH:31]=1>>[CH2:29]([N:9]1[C@H:10]([C:12]([N:14]2[CH2:19][CH2:18][N:17]([C:20]3[CH:25]=[C:24]([CH3:26])[CH:23]=[CH:22][C:21]=3[CH3:27])[CH2:16][CH2:15]2)=[O:13])[CH2:11][N:7]([S:4]([CH:1]2[CH2:3][CH2:2]2)(=[O:5])=[O:6])[C:8]1=[O:28])[C:30]1[CH:35]=[CH:34][CH:33]=[CH:32][CH:31]=1. Procedure details: In analogy to example 66, step 4, from (S)-1-cyclopropanesulfonyl-4-[4-(2,5-dimethyl-phenyl)-piperazine-1-carbonyl]-imidazolidin-2-one and benzyl bromide was prepared The reactants are CC(CCN)C (3-methylbutan-1-amine), N=1C=CN2C1C=C(C=C2)CNC(=O)C2=CC=C(C(=O)O)C=C2 (4-(imidazo[1,2-a]pyridin-7-ylmethylcarbamoyl)benzoic acid), [N+](=O)([O-])C1=CC=C(C(=O)O)C=C1 (4-nitrobenzoic acid). The product is N=1C=CN2C1C=C(C=C2)CNC(C2=CC=C(C=C2)C(=O)N2[C@H](CCC2)COC)=O (N-(imidazo[1,2-a]pyridin-7-ylmethyl)-4-{[(2R)-2-(methoxymethyl)pyrrolidin-1-yl]carbonyl}benzamide). As a reaction SMILES: [CH3:1]C(C)CCN.[N:7]1[CH:8]=[CH:9][N:10]2[CH:15]=[CH:14][C:13]([CH2:16][NH:17][C:18]([C:20]3[CH:28]=[CH:27][C:23]([C:24](O)=[O:25])=[CH:22][CH:21]=3)=[O:19])=[CH:12][C:11]=12.[N+:29]([C:32]1C=C[C:35]([C:36]([OH:38])=O)=[CH:34][CH:33]=1)([O-])=O>>[N:7]1[CH:8]=[CH:9][N:10]2[CH:15]=[CH:14][C:13]([CH2:16][NH:17][C:18](=[O:19])[C:20]3[CH:21]=[CH:22][C:23]([C:24]([N:29]4[CH2:32][CH2:33][CH2:34][C@@H:35]4[CH2:36][O:38][CH3:1])=[O:25])=[CH:27][CH:28]=3)=[CH:12][C:11]=12. Procedure details: The title compound was prepared as described in Example 1A, substituting (2R)-2-(methoxymethyl)pyrrolidine for 3-methylbutan-1-amine and 4-(imidazo[1,2-a]pyridin-7-ylmethylcarbamoyl)benzoic acid for 4-nitrobenzoic acid. 1H NMR (300 MHz, DMSO-d6) δ ppm 9.18 (t, J=4.8 Hz, 1H), 8.49 (dd, J=7.0, 0.9 Hz, 1H), 7.95 (d, J=8.3 Hz, 2H), 7.88 (s, 1H), 7.57 (d, J=7.7 Hz, 2H), 7.52 (d, J=1.2 Hz, 1H), 7.40 (s, 1H), 6.86 (dd, J=7.0, 1.6 Hz, 1H), 4.52 (d, J=5.9 Hz, 2H), 3.62-2.88 (br m, 8H), 2.05-1.64 (br m, 4... RXN SMILES: [CH3:1][n:2]1[n:3][cH:4][cH:5][c:6]1-[c:7]1[cH:8][c:9]([NH2:23])[cH:10][cH:11][c:12]1[O:13][CH2:14][CH2:15][N:16]1[CH2:17][CH2:18][O:19][CH2:20][CH2:21][CH2:22]1.[CH3:31][S:32]([CH3:33])=[O:34].[Cl:24][C:25](=[O:26])[O:27][CH:28]([CH3:29])[CH3:30]>>[CH3:1][n:2]1[n:3][cH:4][cH:5][c:6]1-[c:7]1[cH:8][c:9]([NH:23][C:25](=[O:26])[O:27][CH:28]([CH3:29])[CH3:30])[cH:10][cH:11][c:12]1[O:13][CH2:14][CH2:15][N:16]1[CH2:17][CH2:18][O:19][CH2:20][CH2:21][CH2:22]1. Yields the product CC(C)OC(=O)Nc1ccc(OCCN2CCCOCC2)c(-c2ccnn2C)c1. The reactants are Cn1nccc1-c1cc(N)ccc1OCCN1CCCOCC1, CS(C)=O, CC(C)OC(=O)Cl. Starting materials: O (H2O), CN1C=NC2=C1C=C(C=C2)B2OC(C(O2)(C)C)(C)C (1-methyl-6-(4,4,5,5-tetramethyl-1,3,2-dioxaborolan-2-yl)-1H-benzo[d]imidazole), C(=O)([O-])[O-].[Cs+].[Cs+] (Cs2CO3), BrC=1C=C(C=CC1)NCC(CN1CC2=CC=CC=C2CC1)O (1-((3-bromophenyl)amino)-3-(3,4-dihydroisoquinolin-2(1H)-yl)propan-2-ol). Reagents/catalysts: C1=CC=C(C=C1)P([C-]2C=CC=C2)C3=CC=CC=C3.C1=CC=C(C=C1)P([C-]2C=CC=C2)C3=CC=CC=C3.Cl[Pd]Cl.[Fe+2] (Pd(dppf)Cl2). The solvent is O1CCOCC1 (dioxane). Run at temperature 100 celsius, time 16 hour. Product: C1N(CCC2=CC=CC=C12)CC(CNC1=CC(=CC=C1)C=1C=CC2=C(N(C=N2)C)C1)O (1-(3,4-dihydroisoquinolin-2(1H)-yl)-3-((3-(1-methyl-1H-benzo[d]imidazol-6-yl)phenyl)amino)propan-2-ol). Yield: 33.8%. As a reaction SMILES: Br[C:2]1[CH:3]=[C:4]([NH:8][CH2:9][CH:10]([OH:22])[CH2:11][N:12]2[CH2:21][CH2:20][C:19]3[C:14](=[CH:15][CH:16]=[CH:17][CH:18]=3)[CH2:13]2)[CH:5]=[CH:6][CH:7]=1.O.[CH3:24][N:25]1[C:29]2[CH:30]=[C:31](B3OC(C)(C)C(C)(C)O3)[CH:32]=[CH:33][C:28]=2[N:27]=[CH:26]1.C([O-])([O-])=O.[Cs+].[Cs+]>O1CCOCC1.C1C=CC(P(C2C=CC=CC=2)[C-]2C=CC=C2)=CC=1.C1C=CC(P(C2C=CC=CC=2)[C-]2C=CC=C2)=CC=1.Cl[Pd]Cl.[Fe+2]>[CH2:13]1[C:14]2[C:19](=[CH:18][CH:17]=[CH:16][CH:15]=2)[CH2:20][CH2:21][N:12]1[CH2:11][CH:10]([OH:22])[CH2:9][NH:8][C:4]1[CH:5]=[CH:6][CH:7]=[C:2]([C:31]2[CH:32]=[CH:33][C:28]3[N:27]=[CH:26][N:25]([CH3:24])[C:29]=3[CH:30]=2)[CH:3]=1 |f:3.4.5,7.8.9.10|. Reported procedure: To a stirred mixture of 1-((3-bromophenyl)amino)-3-(3,4-dihydroisoquinolin-2(1H)-yl)propan-2-ol (120 mg, 0.33 mmol) in dioxane:H2O (15 mL, 2:1) was added 1-methyl-6-(4,4,5,5-tetramethyl-1,3,2-dioxaborolan-2-yl)-1H-benzo[d]imidazole (93.6 mg, 0.33 mmol), Cs2CO3 (323 mg, 0.99 mmol) and then Pd(dppf)Cl2 (10 mg). The mixture was degassed by N2 for 4 times and then stirred at 100° C. for 16 hours. The reaction mixture was quenched with water (30 mL), extracted with EA (30 mL×3). The combined extracts... Starting materials: C(OCC1=C(C(=CC=C1OC)Br)C=O)([O-])=O (3-bromo-2-formyl-6-methoxyphenylmethyl carbonate), [OH-].[Na+] (NaOH). Run in CO (MeOH). Product: BrC1=CC=C(C(=C1C=O)O)OC (6-Bromo-2-hydroxy-3-methoxybenzaldehyde). Reaction SMILES: C(=O)([O-])OC[C:4]1[C:9]([O:10][CH3:11])=[CH:8][CH:7]=[C:6]([Br:12])[C:5]=1[CH:13]=[O:14].[OH-:17].[Na+]>CO>[Br:12][C:6]1[C:5]([CH:13]=[O:14])=[C:4]([OH:17])[C:9]([O:10][CH3:11])=[CH:8][CH:7]=1 |f:1.2|. Procedure details: A solution of 3-bromo-2-formyl-6-methoxyphenylmethyl carbonate (100 g, 0.34 mole), 500 mL 10% aqueous NaOH, and 2 L MeOH was stirred at reflux for 2 hours. After cooling to room temperature, the MeOH was removed (in-vacuo). The aqueous solution was cooled to 0° and acidified with concentrated HCl. The solid was filtered, washed with water, and dried (in-vacuo) to yield 107 g yellow solid which was recrystallized from 2-propanol to yield 62 g yellow solid; mp 95°-6°; M+ 230. Procedure details: To a mixture of 2-n-propyl-4-(2-aminoethyl)-1-[2'-(t-butoxycarbonyl)biphenyl-4-yl]methylimidazole (10.0 g) and tetrahydrofuran (100 ml) is added a solution of ethyl glyoxylate hydrate (2.90 g) in tetrahydrofuran at room temperature. The reaction mixture is stirred overnight, refluxed for 30 minutes, and evaporated. The residue is dissolved in chloroform and the solution is washed with 2% hydrochloric acid solution, a saturated sodium hydrogen carbonate solution and brine. The organic layer is dr... Yield: 119.4%. The product is C(C(=O)O)(=O)O.C(CC)C1=NC2=C(C(NCC2)C(=O)OCC)N1CC1=CC=C(C=C1)C1=C(C=CC=C1)C(=O)OC(C)(C)C (ethyl 2-n-propyl-3-[2'-(t-butoxycarbonyl)biphenyl-4-yl]methyl-4,5,6,7-tetrahydroimidazo[4,5-c]pyridine-4-carboxylate oxalate). RXN SMILES: [CH2:1]([C:4]1[N:5]([CH2:12][C:13]2[CH:18]=[CH:17][C:16]([C:19]3[CH:24]=[CH:23][CH:22]=[CH:21][C:20]=3[C:25]([O:27][C:28]([CH3:31])([CH3:30])[CH3:29])=[O:26])=[CH:15][CH:14]=2)[CH:6]=[C:7]([CH2:9][CH2:10][NH2:11])[N:8]=1)[CH2:2][CH3:3].O.[C:33]([O:37][CH2:38][CH3:39])(=[O:36])[CH:34]=[O:35]>O1CCCC1>[C:33]([OH:37])(=[O:36])[C:34]([OH:26])=[O:35].[CH2:1]([C:4]1[N:5]([CH2:12][C:13]2[CH:18]=[CH:17][C:16]([C:19]3[CH:24]=[CH:23][CH:22]=[CH:21][C:20]=3[C:25]([O:27][C:28]([CH3:30])([CH3:29])[CH3:31])=[O:26])=[CH:15][CH:14]=2)[C:6]2[CH:34]([C:33]([O:37][CH2:38][CH3:39])=[O:36])[NH:11][CH2:10][CH2:9][C:7]=2[N:8]=1)[CH2:2][CH3:3] |f:1.2,4.5|. Starting materials: O.C(C=O)(=O)OCC (ethyl glyoxylate hydrate), C(CC)C=1N(C=C(N1)CCN)CC1=CC=C(C=C1)C1=C(C=CC=C1)C(=O)OC(C)(C)C (2-n-propyl-4-(2-aminoethyl)-1-[2'-(t-butoxycarbonyl)biphenyl-4-yl]methylimidazole). Conditions: time 8 hour. The solvent is O1CCCC1 (tetrahydrofuran), O1CCCC1 (tetrahydrofuran). Starting materials: C(CC)C1=NC2=C(N1CC1=CC=C(C=C1)C=1C(=CC=CC1)C(=O)OC(C)(C)C)C=C(C=C2C)C=2OC(=C(N2)C)C (tert.butyl 4'-[[2-n-propyl-4-methyl-6-(4,5-dimethyl-oxazol-2-yl)-1H-benzimidazol-1-yl]-methyl]-biphenyl-2-carboxylate), C(C)(C)NC=O.C(C)(C)N (N-isopropyl-formamide isopropylamine). Yields the product C(CC)C1=NC2=C(N1CC1=CC=C(C=C1)C=1C(=CC=CC1)C(=O)O)C=C(C=C2C)C=2N(C(=C(N2)C)C)C(C)C (4'-[[2-n-Propyl-4-methyl-6-(1-isopropyl-4,5-dimethyl-imidazol-2-yl)-1H-benzimidazol-1-yl]-methyl]-biphenyl-2-carboxylic Acid). RXN SMILES: [CH2:1]([C:4]1[N:8]([CH2:9][C:10]2[CH:15]=[CH:14][C:13]([C:16]3[C:17]([C:22]([O:24]C(C)(C)C)=[O:23])=[CH:18][CH:19]=[CH:20][CH:21]=3)=[CH:12][CH:11]=2)[C:7]2[CH:29]=[C:30]([C:34]3O[C:36](C)=[C:37](C)[N:38]=3)[CH:31]=[C:32]([CH3:33])[C:6]=2[N:5]=1)[CH2:2][CH3:3].[CH:41]([NH:44][CH:45]=O)([CH3:43])[CH3:42].[CH:47](N)(C)C>>[CH2:1]([C:4]1[N:8]([CH2:9][C:10]2[CH:11]=[CH:12][C:13]([C:16]3[C:17]([C:22]([OH:24])=[O:23])=[CH:18][CH:19]=[CH:20][CH:21]=3)=[CH:14][CH:15]=2)[C:7]2[CH:29]=[C:30]([C:34]3[N:44]([CH:41]([CH3:42])[CH3:43])[C:45]([CH3:47])=[C:37]([CH3:36])[N:38]=3)[CH:31]=[C:32]([CH3:33])[C:6]=2[N:5]=1)[CH2:2][CH3:3] |f:1.2|. Procedure details: Prepared analogously to Example 146 from tert.butyl 4'-[[2-n-propyl-4-methyl-6-(4,5-dimethyl-oxazol-2-yl)-1H-benzimidazol-1-yl]-methyl]-biphenyl-2-carboxylate and N-isopropyl-formamide/isopropylamine.